From a dataset of the Open Reaction Database (ORD), a public repository of structured organic reaction records. describe an organic reaction: reactants, conditions, products, and yield The reactants are CC1=C(OC(C)C2=NN=C(S2)N)C=CC=C1 (5-[1-(2-methylphenoxy)ethyl]-2-amino-1,3,4-thiadiazole), C(=O)(Cl)Cl (phosgene), C(=O)(Cl)Cl (phosgene), C(=O)(Cl)Cl (phosgene). The solvent is C(C)OC(C)=O (ethylacetate), C(C)OC(C)=O (ethylacetate). Reaction conditions: time 8 hour. Product: CC1=C(OC(C)C2=NN=C(S2)N=C=O)C=CC=C1 (5-[1-(2-methylphenoxy)ethyl]-1,3,4-thiadiazol-2-yl isocyanate). As a reaction SMILES: [C:1](Cl)(Cl)=[O:2].[CH3:5][C:6]1[CH:20]=[CH:19][CH:18]=[CH:17][C:7]=1[O:8][CH:9]([C:11]1[S:15][C:14]([NH2:16])=[N:13][N:12]=1)[CH3:10]>C(OC(=O)C)C>[CH3:5][C:6]1[CH:20]=[CH:19][CH:18]=[CH:17][C:7]=1[O:8][CH:9]([C:11]1[S:15][C:14]([N:16]=[C:1]=[O:2])=[N:13][N:12]=1)[CH3:10]. Procedure: A 500 milliliter, 3-neck flask equipped with a magnetic stirrer, thermometer, dry ice condenser/drying tube and inlet from a phosgene (COCl2) tank via a calibrated rotometer was charged with 50 milliliters of ethylacetate which was saturated with phosgene at 20° C. (approximately 0.5 mole of phosgene) and cooled in an ice bath. An additional 50 milliliters of ethylacetate was added and then 6.8 grams of 5-[1-(2-methylphenoxy)ethyl]-2-amino-1,3,4-thiadiazole, (prepared above); a cloudy solution f...